Dataset: the Open Reaction Database (ORD), a public repository of structured organic reaction records. Task: describe an organic reaction: reactants, conditions, products, and yield Reactants: CC1(CCCC2=NC=3C(=C21)CC=CC3OCC3=CC=CC=C3)C (1,2,3,4-tetrahydro-1,1-dimethyl-6-phenylmethoxy-9H-dibenzo[b,d]pyrrole), BrCCCCCCCC (1-bromooctane). The product is CC1(CCCC2=NC=3C(=C21)C(C=CC3OCC3=CC=CC=C3)CCCCCCCC)C (1,2,3,4-tetrahydro-1,1-dimethyl-6-phenylmethoxy-9-octyl-9H-dibenzo-[b,d]pyrrole). The yield is 50.3%. RXN SMILES: [CH3:1][C:2]1([CH3:23])[C:10]2[C:6](=[N:7][C:8]3[C:9]=2[CH2:11][CH:12]=[CH:13][C:14]=3[O:15][CH2:16][C:17]2[CH:22]=[CH:21][CH:20]=[CH:19][CH:18]=2)[CH2:5][CH2:4][CH2:3]1.Br[CH2:25][CH2:26][CH2:27][CH2:28][CH2:29][CH2:30][CH2:31][CH3:32]>>[CH3:1][C:2]1([CH3:23])[C:10]2[C:6](=[N:7][C:8]3[C:9]=2[CH:11]([CH2:25][CH2:26][CH2:27][CH2:28][CH2:29][CH2:30][CH2:31][CH3:32])[CH:12]=[CH:13][C:14]=3[O:15][CH2:16][C:17]2[CH:18]=[CH:19][CH:20]=[CH:21][CH:22]=2)[CH2:5][CH2:4][CH2:3]1. Procedure details: Using the procedure of Example 9, the alkylation of 7.7 g of 1,2,3,4-tetrahydro-1,1-dimethyl-6-phenylmethoxy-9H-dibenzo[b,d]pyrrole from Example 58 was reacted with 5.48 g of 1-bromooctane to produce 5.3 g (50.5%) of 1,2,3,4-tetrahydro-1,1-dimethyl-6-phenylmethoxy-9-octyl-9H-dibenzo-[b,d]pyrrole as an orange oil after chromatographic purification.